This data is from the Open Reaction Database (ORD), a public repository of structured organic reaction records. The task is: describe an organic reaction: reactants, conditions, products, and yield Starting materials: BrC1=CC=2C(=NC=CN2)N=C1 (7-bromopyrido[2,3-b]pyrazine), CC1(CC=2C(=NC=NC2CC1)N1CCOC2=C(C1)C=C(C=C2)B(O)O)C ([4-(6,6-dimethyl-5,6,7,8-tetrahydroquinazolin-4-yl)-2,3,4,5-tetrahydro-1,4-benzoxazepin-7-yl]boronic acid). The product is CC1(CC=2C(=NC=NC2CC1)N1CCOC2=C(C1)C=C(C=C2)C2=CC=1C(=NC=CN1)N=C2)C (4-(6,6-dimethyl-5,6,7,8-tetrahydroquinazolin-4-yl)-7-pyrido[2,3-b]pyrazin-7-yl-2,3,4,5-tetrahydro-1,4-benzoxazepine). Reaction SMILES: Br[C:2]1[CH:11]=[N:10][C:5]2=[N:6][CH:7]=[CH:8][N:9]=[C:4]2[CH:3]=1.[CH3:12][C:13]1([CH3:37])[CH2:22][CH2:21][C:20]2[N:19]=[CH:18][N:17]=[C:16]([N:23]3[CH2:29][C:28]4[CH:30]=[C:31](B(O)O)[CH:32]=[CH:33][C:27]=4[O:26][CH2:25][CH2:24]3)[C:15]=2[CH2:14]1>>[CH3:12][C:13]1([CH3:37])[CH2:22][CH2:21][C:20]2[N:19]=[CH:18][N:17]=[C:16]([N:23]3[CH2:29][C:28]4[CH:30]=[C:31]([C:2]5[CH:11]=[N:10][C:5]6=[N:6][CH:7]=[CH:8][N:9]=[C:4]6[CH:3]=5)[CH:32]=[CH:33][C:27]=4[O:26][CH2:25][CH2:24]3)[C:15]=2[CH2:14]1. Procedure details: Prepared according to the method of example 5 by using 7-bromopyrido[2,3-b]pyrazine and [4-(6,6-dimethyl-5,6,7,8-tetrahydroquinazolin-4-yl)-2,3,4,5-tetrahydro-1,4-benzoxazepin-7-yl]boronic acid (reagent preparation 23) in step 1. 1H NMR (400 MHz, DMSO-d6): 9.56 (s, 1H), 9.13 (s, 1H), 9.10 (s, 1H), 8.78 (s, 1H), 8.39 (s, 1H), 8.05 (s, 1H), 7.88 (d, 1H), 7.14 (d, 1H), 4.71 (s, 2H), 4.41 (m, 2H), 3.85 (m, 2H), 2.71 (t, 2H), 2.49 (s, 2H), 1.62 (t, 2H), 0.84 (s, 6H); MS (EI) for C26H26N6O: 439 (MH+). The reactants are CCn1cc(C(=O)O)c(=O)c2ccc(C)nc21, CC(C)N=C=NC(C)C, COc1ccc(COC(c2ccccc2)(c2ccc(OC)cc2)C2CC(O)CN2C(=O)CCCCCN)cc1, c1ccncc1. The product is CCn1cc(C(=O)NCCCCCC(=O)N2CC(O)CC2C(OCc2ccc(OC)cc2)(c2ccccc2)c2ccc(OC)cc2)c(=O)c2ccc(C)nc21. Reaction SMILES: [CH3:1][CH2:2][n:3]1[cH:4][c:5]([C:6]([OH:7])=[O:8])[c:9](=[O:10])[c:11]2[cH:12][cH:13][c:14]([CH3:15])[n:16][c:17]12.[CH:18]([N:19]=[C:20]=[N:21][CH:22]([CH3:23])[CH3:24])([CH3:25])[CH3:26].[NH2:27][CH2:28][CH2:29][CH2:30][CH2:31][CH2:32][C:33](=[O:34])[N:35]1[CH:36]([C:41]([O:42][CH2:43][c:44]2[cH:45][cH:46][c:47]([O:50][CH3:51])[cH:48][cH:49]2)([c:52]2[cH:53][cH:54][cH:55][cH:56][cH:57]2)[c:58]2[cH:59][cH:60][c:61]([O:64][CH3:65])[cH:62][cH:63]2)[CH2:37][CH:38]([OH:40])[CH2:39]1.[cH:66]1[cH:67][cH:68][n:69][cH:70][cH:71]1>>[CH3:1][CH2:2][n:3]1[cH:4][c:5]([C:6](=[O:8])[NH:27][CH2:28][CH2:29][CH2:30][CH2:31][CH2:32][C:33](=[O:34])[N:35]2[CH:36]([C:41]([O:42][CH2:43][c:44]3[cH:45][cH:46][c:47]([O:50][CH3:51])[cH:48][cH:49]3)([c:52]3[cH:53][cH:54][cH:55][cH:56][cH:57]3)[c:58]3[cH:59][cH:60][c:61]([O:64][CH3:65])[cH:62][cH:63]3)[CH2:37][CH:38]([OH:40])[CH2:39]2)[c:9](=[O:10])[c:11]2[cH:12][cH:13][c:14]([CH3:15])[n:16][c:17]12. Reactants: CCCc1cc(F)c(C(=O)O)cc1O, C[N+](=O)[O-], O=[N+]([O-])O. The product is CCCc1cc(F)c(C(=O)O)c([N+](=O)[O-])c1O. RXN SMILES: [F:1][c:2]1[c:3]([C:4](=[O:5])[OH:6])[cH:7][c:8]([OH:14])[c:9]([CH2:11][CH2:12][CH3:13])[cH:10]1.[N+:19]([CH3:20])([O-:21])=[O:22].[OH:15][N+:16]([O-:17])=[O:18]>>[F:1][c:2]1[c:3]([C:4](=[O:5])[OH:6])[c:7]([N+:16](=[O:15])[O-:17])[c:8]([OH:14])[c:9]([CH2:11][CH2:12][CH3:13])[cH:10]1. Starting materials: OCC(C)=O (hydroxy-acetone), C(C)(=O)O (acetic acid), O (water), CC(=O)C=O (methyl glyoxal), O (water). Yields the product OC(C(C)=O)C(C(C)=O)O (3,4-dihydroxyhexane-2,5-dione). Isolated yield 56.0%. Reaction SMILES: [CH3:1][C:2]([CH:4]=[O:5])=[O:3].O[CH2:7][C:8](=[O:10])[CH3:9].C(O)(=O)C.[OH2:15]>>[OH:15][CH:7]([CH:4]([OH:5])[C:2](=[O:3])[CH3:1])[C:8](=[O:10])[CH3:9]. Procedure details: A solution of methyl glyoxal 43% wt in water (2.00 g, 11.9 mmol), hydroxy-acetone (4.42 g, 59.7 mmol), and acetic acid (1.43 g, 23.8 mmol) in water (0.9 ml) were stirred during 16 hours at 70° C. (pH of the reaction medium was around 2.0). At the end of the reaction the reaction mixture was concentrated under reduced pressure giving 2.1 g of the crude 3,4-dihydroxyhexane-2,5-dione (56% purity measured by GC vs. internal standard). Crude 3,4-dihydroxyhexane-2,5-dione was distilled under reduced p... The reactants are CC(C)(C)c1cc(C=O)cc(Br)c1O, O=C1Cc2cc(Cl)ccc2N1. Yields the product CC(C)(C)c1cc(C=C2C(=O)Nc3ccc(Cl)cc32)cc(Br)c1O. Reaction SMILES: [Br:12][c:13]1[cH:14][c:15]([CH:16]=[O:17])[cH:18][c:19]([C:22]([CH3:23])([CH3:24])[CH3:25])[c:20]1[OH:21].[Cl:1][c:2]1[cH:3][c:4]2[c:8]([cH:9][cH:10]1)[NH:7][C:6](=[O:11])[CH2:5]2>>[Cl:1][c:2]1[cH:3][c:4]2[c:8]([cH:9][cH:10]1)[NH:7][C:6](=[O:11])[C:5]2=[CH:16][c:15]1[cH:14][c:13]([Br:12])[c:20]([OH:21])[c:19]([C:22]([CH3:23])([CH3:24])[CH3:25])[cH:18]1.